This data is from the Open Reaction Database (ORD), a public repository of structured organic reaction records. The task is: describe an organic reaction: reactants, conditions, products, and yield Reactants: Cl.NO (Hydroxylamine hydrochloride), C(C)(=O)[O-].[Na+] (sodium acetate), FC(C=1C=C(CN2CC3C(C2)C(CC3)=O)C=CC1)(F)F (2-(3-(trifluoromethyl)benzyl)hexahydrocyclopenta[c]pyrrol-4(5H)-one). Solvent: O (water), C(C)O (ethanol). Reaction conditions: temperature 70 celsius, time 1 hour. The product is FC(C=1C=C(CN2CC3C(C2)C(CC3)=NO)C=CC1)(F)F (2-(3-(trifluoromethyl)benzyl)hexahydrocyclopenta[c]pyrrol-4(5H)-one oxime). RXN SMILES: Cl.[NH2:2][OH:3].C([O-])(=O)C.[Na+].[F:9][C:10]([F:28])([F:27])[C:11]1[CH:12]=[C:13]([CH:24]=[CH:25][CH:26]=1)[CH2:14][N:15]1[CH2:19][CH:18]2[C:20](=O)[CH2:21][CH2:22][CH:17]2[CH2:16]1>O.C(O)C>[F:9][C:10]([F:28])([F:27])[C:11]1[CH:12]=[C:13]([CH:24]=[CH:25][CH:26]=1)[CH2:14][N:15]1[CH2:19][CH:18]2[C:20](=[N:2][OH:3])[CH2:21][CH2:22][CH:17]2[CH2:16]1 |f:0.1,2.3|. Reported procedure: Hydroxylamine hydrochloride (3.47 g, 50.0 mmol) and sodium acetate (4.27 g, 52.0 mmol) were dissolved in water (15 mL) and added to a solution of 2-(3-(trifluoromethyl)benzyl)hexahydrocyclopenta[c]pyrrol-4(5H)-one (Example 56C, 11.33 g, 40 mmol) in ethanol (80 mL). The reaction was brought to reflux and then allowed to cool to 70° C. After 1 hour, the solvent was removed in vacuo to give the title compound. Reactants: O=C([O-])[O-], [K+], [K+], NC(=O)c1nc(Cl)ccc1N, CN(C)C=O, O, OB(O)c1ccc(F)cc1, [Pd], c1ccc(P(c2ccccc2)c2ccccc2)cc1, c1ccc(P(c2ccccc2)c2ccccc2)cc1, c1ccc(P(c2ccccc2)c2ccccc2)cc1, c1ccc(P(c2ccccc2)c2ccccc2)cc1. Product: NC(=O)c1nc(-c2ccc(F)cc2)ccc1N. As a reaction SMILES: [C:12](=[O:13])([O-:14])[O-:15].[K+:16].[K+:17].[NH2:1][c:2]1[c:3]([C:9](=[O:10])[NH2:11])[n:4][c:5]([Cl:8])[cH:6][cH:7]1.[O:28]=[CH:29][N:30]([CH3:31])[CH3:32].[OH2:33].[OH:18][B:19]([OH:20])[c:21]1[cH:22][cH:23][c:24]([F:25])[cH:26][cH:27]1.[Pd:34].[c:35]1([P:36]([c:37]2[cH:38][cH:39][cH:40][cH:41][cH:42]2)[c:43]2[cH:44][cH:45][cH:46][cH:47][cH:48]2)[cH:49][cH:50][cH:51][cH:52][cH:53]1.[c:54]1([P:55]([c:56]2[cH:57][cH:58][cH:59][cH:60][cH:61]2)[c:62]2[cH:63][cH:64][cH:65][cH:66][cH:67]2)[cH:68][cH:69][cH:70][cH:71][cH:72]1.[c:73]1([P:74]([c:75]2[cH:76][cH:77][cH:78][cH:79][cH:80]2)[c:81]2[cH:82][cH:83][cH:84][cH:85][cH:86]2)[cH:87][cH:88][cH:89][cH:90][cH:91]1.[c:92]1([P:93]([c:94]2[cH:95][cH:96][cH:97][cH:98][cH:99]2)[c:100]2[cH:101][cH:102][cH:103][cH:104][cH:105]2)[cH:106][cH:107][cH:108][cH:109][cH:110]1>>[NH2:1][c:2]1[c:3]([C:9](=[O:10])[NH2:11])[n:4][c:5](-[c:21]2[cH:22][cH:23][c:24]([F:25])[cH:26][cH:27]2)[cH:6][cH:7]1. Starting materials: O=C(n1ccnc1)n1ccnc1, C1CCOC1, O=C(O)c1c(Cl)cc(Cl)c(O)c1[N+](=O)[O-], Nc1ccc(F)cc1, CN(C)C=O. Yields the product O=C(Nc1ccc(F)cc1)c1c(Cl)cc(Cl)c(O)c1[N+](=O)[O-]. As a reaction SMILES: [C:1]([n:2]1[cH:3][cH:4][n:5][cH:6]1)([n:7]1[cH:8][cH:9][n:10][cH:11]1)=[O:12].[CH2:36]1[O:37][CH2:38][CH2:39][CH2:40]1.[Cl:13][c:14]1[c:15]([OH:27])[c:16]([N+:24](=[O:25])[O-:26])[c:17]([C:18](=[O:19])[OH:20])[c:21]([Cl:23])[cH:22]1.[NH2:28][c:29]1[cH:30][cH:31][c:32]([F:33])[cH:34][cH:35]1.[O:41]=[CH:42][N:43]([CH3:44])[CH3:45]>>[Cl:13][c:14]1[c:15]([OH:27])[c:16]([N+:24](=[O:25])[O-:26])[c:17]([C:18](=[O:20])[NH:28][c:29]2[cH:30][cH:31][c:32]([F:33])[cH:34][cH:35]2)[c:21]([Cl:23])[cH:22]1. The reactants are thiododecanoxide, [K] (potassium), C(C)(C)(C)OO (t-butyl hydroperoxide), [Na] (sodium), C(C)(=O)[O-] (acetate), C(C)(=S)[O-] (thioacetate), [S-]C#N (thiocyanate), [N-]=[N+]=[N-] (azide), C(C)(C)(C)N=NC(C)(CC(C)(OOC(C)(C)C)C)Cl (2-(t-butylazo)-2-chloro-4-methyl-4-(t-butylperoxy)pentane), [Na] (sodium), C[O-].[K+] (potassium methoxide). Solvent: alcohol. Product: CC(CCCCCCCCCC)S (2-dodecanethiol), 2-t-butylperoxy. RXN SMILES: C(N=N[C:7](Cl)([CH2:9][C:10]([CH3:18])(OOC(C)(C)C)C)[CH3:8])(C)(C)C.[Na].[K].C[O-].[K+].[N-]=[N+]=[N-].[C:28]([O-])(=O)[CH3:29].[S-]C#N.[C:35]([O-])(=[S:37])[CH3:36].[C:39](OO)(C)([CH3:41])[CH3:40]>>[CH3:36][CH:35]([SH:37])[CH2:40][CH2:39][CH2:41][CH2:28][CH2:29][CH2:18][CH2:10][CH2:9][CH2:7][CH3:8] |f:3.4,^1:19,20|. Procedure details: The 2-methyl, 2-azido, 2-acetoxy, 2-phenoxy, 2-thiocyanato, 2-dodecanethiol, 2-thioacetoxy and 2-t-butylperoxy derivatives of Examples 24, 25, 26, 29, 31, 32, 33 and 35 were prepared by similar reactions, i.e. reacting the 2-(t-butylazo)-2-chloro-4-methyl-4-(t-butylperoxy)pentane (from Example 23) with approximately equivalent amounts of the corresponding sodium or potassium salt in alcohol i.e. either sodium or potassium methoxide, azide, acetate, phenate, thiocyanate, thiododecanoxide, thioace... The reactants are Cl (hydrochloric acid), FC1=CC=C2CCC(OC2=C1F)C1CCC(CC1)CCC (7,8-difluoro-2-(4-propylcyclohexyl)chroman), [Li]C(C)CC (sec-BuLi), B(OC(C)C)(OC(C)C)OC(C)C (triisopropyl borate). Solvent: O (water), C1CCOC1 (THF), C1CCOC1 (THF). Reaction conditions: time 1 hour. Product: FC1=C(C=C2CCC(OC2=C1F)C1CCC(CC1)CCC)B(O)O (7,8-difluoro-6-dihydroxyboryl-2-(4-propylcyclohexyl)chroman). As a reaction SMILES: [F:1][C:2]1[C:11]([F:12])=[C:10]2[C:5]([CH2:6][CH2:7][CH:8]([CH:13]3[CH2:18][CH2:17][CH:16]([CH2:19][CH2:20][CH3:21])[CH2:15][CH2:14]3)[O:9]2)=[CH:4][CH:3]=1.[Li]C(CC)C.[B:27](OC(C)C)([O:32]C(C)C)[O:28]C(C)C.Cl>C1COCC1.O>[F:1][C:2]1[C:11]([F:12])=[C:10]2[C:5]([CH2:6][CH2:7][CH:8]([CH:13]3[CH2:18][CH2:17][CH:16]([CH2:19][CH2:20][CH3:21])[CH2:15][CH2:14]3)[O:9]2)=[CH:4][C:3]=1[B:27]([OH:32])[OH:28]. Procedure: 7,8-difluoro-2-(4-propylcyclohexyl)chroman (3.82 g) obtained in Example 2 was dissolved in THF (38 mL). To the solution was added dropwise sec-BuLi (0.99 M solution, 15.5 mL) at −70 to −75° C. and stirred after the end of dropping at the same temperature for additional 1 hour. To the solution was added dropwise a THF solution (5 mL) of triisopropyl borate (2.15 g) at −70 to −75° C. After the end of dropping, it was stirred at the same temperature for additional 3 hours. Then temperature thereof ... Starting materials: CCOC(=O)C(Cc1cccc(OCCCc2ccc(OS(C)(=O)=O)cc2)c1)OCC, [Li+], C1CCOC1, [OH-], O, O. The product is CCOC(Cc1cccc(OCCCc2ccc(OS(C)(=O)=O)cc2)c1)C(=O)O. RXN SMILES: [CH2:4]([CH3:5])[O:6][C:7]([CH:8]([CH2:9][c:10]1[cH:11][c:12]([O:16][CH2:17][CH2:18][CH2:19][c:20]2[cH:21][cH:22][c:23]([O:26][S:27](=[O:28])(=[O:29])[CH3:30])[cH:24][cH:25]2)[cH:13][cH:14][cH:15]1)[O:31][CH2:32][CH3:33])=[O:34].[Li+:3].[O:36]1[CH2:37][CH2:38][CH2:39][CH2:40]1.[OH-:2].[OH2:1].[OH2:35]>>[O:6]=[C:7]([CH:8]([CH2:9][c:10]1[cH:11][c:12]([O:16][CH2:17][CH2:18][CH2:19][c:20]2[cH:21][cH:22][c:23]([O:26][S:27](=[O:28])(=[O:29])[CH3:30])[cH:24][cH:25]2)[cH:13][cH:14][cH:15]1)[O:31][CH2:32][CH3:33])[OH:34].